From a dataset of the Open Reaction Database (ORD), a public repository of structured organic reaction records. describe an organic reaction: reactants, conditions, products, and yield Reactants: CON(C(=O)C=1N=CN(C1)C=1C=C(C=CC1)C1=C(C(=CC=C1)F)OC)C (1-(3′-Fluoro-2′-methoxy-biphenyl-3-yl)-1H-imidazole-4-carboxylic acid methoxy-methyl-amide), BrC1=NC=CC=C1 (2-bromopyridine). Yields the product FC=1C(=C(C=CC1)C1=CC(=CC=C1)N1C=NC(=C1)C(=O)C1=NC=CC=C1)OC ([1-(3′-Fluoro-2′-methoxy-biphenyl-3-yl)-1H-imidazol-4-yl]-pyridin-2-yl-methanone). Reaction SMILES: CON(C)[C:4]([C:6]1[N:7]=[CH:8][N:9]([C:11]2[CH:12]=[C:13]([C:17]3[CH:22]=[CH:21][CH:20]=[C:19]([F:23])[C:18]=3[O:24][CH3:25])[CH:14]=[CH:15][CH:16]=2)[CH:10]=1)=[O:5].Br[C:28]1[CH:33]=[CH:32][CH:31]=[CH:30][N:29]=1>>[F:23][C:19]1[C:18]([O:24][CH3:25])=[C:17]([C:13]2[CH:14]=[CH:15][CH:16]=[C:11]([N:9]3[CH:10]=[C:6]([C:4]([C:28]4[CH:33]=[CH:32][CH:31]=[CH:30][N:29]=4)=[O:5])[N:7]=[CH:8]3)[CH:12]=2)[CH:22]=[CH:21][CH:20]=1. Reported procedure: This compound is prepared by method C using compound 12h and 2-bromopyridine The reactants are C(CCC)[Li] (n-butyl lithium), CC(C(=O)OCC)(CCC)C (ethyl 2,2-dimethylpentanoate), CP(OC)(OC)=O (dimethyl methylphosphonate). Run in C1CCOC1 (THF), C1CCOC1 (THF). Run at time 30 minute. Yields the product CC(C(CP(OC)(OC)=O)=O)(CCCC)C (dimethyl 3,3-dimethyl-2-oxo-heptylphosphonate). Yield: 80.9%. As a reaction SMILES: [CH3:1][P:2](=[O:7])([O:5][CH3:6])[O:3][CH3:4].[CH2:8]([Li])CCC.[CH3:13][C:14]([CH3:23])([CH2:20][CH2:21][CH3:22])[C:15]([O:17]CC)=O>C1COCC1>[CH3:23][C:14]([CH3:13])([CH2:20][CH2:21][CH2:22][CH3:8])[C:15](=[O:17])[CH2:1][P:2](=[O:7])([O:5][CH3:6])[O:3][CH3:4]. Reported procedure: Under argon atmosphere, anhydrous THF (120 ml) and dimethyl methylphosphonate (6.5 ml, 60.3 mmol) were cooled to -78° C. After 20 minutes n-butyl lithium (1.62N, 35.7 ml, 57.8 mmol) was added and the mixture was stirred for 30 minutes. Then, ethyl 2,2-dimethylpentanoate (3.81 g, 24.1 mmol) dissolved in 7 ml anhydrous THF was added, and the reaction mixture was stirred at -78° C. for 30 minutes and then at room temperature for 30 minutes. After acidification with acetic acid, THF was distilled of... Starting materials: [Al+3], Cc1cc(C)nc(NS(=O)(=O)c2ccc(NC(=O)c3c(Cl)cccc3Cl)cc2)n1, [H-], [H-], [H-], [H-], [Li+], C1CCOC1. The product is Cc1cc(C)nc(NS(=O)(=O)c2ccc(NC(O)c3c(Cl)cccc3Cl)cc2)n1. Reaction SMILES: [Al+3:31].[Cl:1][c:2]1[c:3]([C:4](=[O:5])[NH:6][c:7]2[cH:8][cH:9][c:10]([S:13]([NH:14][c:15]3[n:16][c:17]([CH3:22])[cH:18][c:19]([CH3:21])[n:20]3)(=[O:23])=[O:24])[cH:11][cH:12]2)[c:25]([Cl:29])[cH:26][cH:27][cH:28]1.[H-:30].[H-:33].[H-:34].[H-:35].[Li+:32].[O:36]1[CH2:37][CH2:38][CH2:39][CH2:40]1>>[Cl:1][c:2]1[c:3]([CH:4]([OH:5])[NH:6][c:7]2[cH:8][cH:9][c:10]([S:13]([NH:14][c:15]3[n:16][c:17]([CH3:22])[cH:18][c:19]([CH3:21])[n:20]3)(=[O:23])=[O:24])[cH:11][cH:12]2)[c:25]([Cl:29])[cH:26][cH:27][cH:28]1.